From a dataset of the Open Reaction Database (ORD), a public repository of structured organic reaction records. describe an organic reaction: reactants, conditions, products, and yield Starting materials: CC(C)(C)OC(=O)NC(CC(=O)O)Cc1cc(F)c(F)cc1F, CN1CCOCC1, ClCCl, CC(C)COC(=O)Cl, Cl, O=C1NCCCNC1Cc1ccc(OC(F)(F)F)cc1. Product: CC(C)(C)OC(=O)NC(CC(=O)N1CCCNC(=O)C1Cc1ccc(OC(F)(F)F)cc1)Cc1cc(F)c(F)cc1F. RXN SMILES: [C:16]([CH3:17])([CH3:18])([CH3:19])[O:20][C:21](=[O:22])[NH:23][CH:24]([CH2:25][C:26](=[O:27])[OH:28])[CH2:29][c:30]1[c:31]([F:38])[cH:32][c:33]([F:37])[c:34]([F:36])[cH:35]1.[CH3:1][N:2]1[CH2:3][CH2:4][O:5][CH2:6][CH2:7]1.[Cl:60][CH2:61][Cl:62].[Cl:8][C:9]([O:10][CH2:11][CH:12]([CH3:13])[CH3:14])=[O:15].[ClH:39].[F:40][C:41]([O:42][c:43]1[cH:44][cH:45][c:46]([CH2:47][CH:48]2[C:49](=[O:55])[NH:50][CH2:51][CH2:52][CH2:53][NH:54]2)[cH:56][cH:57]1)([F:58])[F:59]>>[C:16]([CH3:17])([CH3:18])([CH3:19])[O:20][C:21](=[O:22])[NH:23][CH:24]([CH2:25][C:26](=[O:28])[N:54]1[CH:48]([CH2:47][c:46]2[cH:45][cH:44][c:43]([O:42][C:41]([F:40])([F:58])[F:59])[cH:57][cH:56]2)[C:49](=[O:55])[NH:50][CH2:51][CH2:52][CH2:53]1)[CH2:29][c:30]1[c:31]([F:38])[cH:32][c:33]([F:37])[c:34]([F:36])[cH:35]1. The reactants are FC1=C(C=O)C=CC(=C1)F (2,4-difluorobenzaldehyde), [Cl-].[NH4+] (ammonium chloride), C1COCCOCCOCCOCCOCCO1 (18-crown-6), COC(=O)CP([O-])([O-])=O ((methoxycarbonylmethyl)phosphonate), C[Si]([N-][Si](C)(C)C)(C)C.[K+] (potassium hexamethyldisilazide). The solvent is O1CCCC1 (tetrahydrofuran). Conditions: time 8 hour. The product is FC1=C(C=CC(=C1)F)\C=C/C(=O)OC (Methyl (2Z)-3-(2,4-difluorophenyl)acrylate). As a reaction SMILES: C1OCCOCCOCCOCCOCCOC1.[CH3:19][O:20][C:21]([CH2:23]P(=O)([O-])[O-])=[O:22].C[Si](C)(C)[N-][Si](C)(C)C.[K+].[F:38][C:39]1[CH:46]=[C:45]([F:47])[CH:44]=[CH:43][C:40]=1[CH:41]=O.[Cl-].[NH4+]>O1CCCC1>[F:38][C:39]1[CH:46]=[C:45]([F:47])[CH:44]=[CH:43][C:40]=1/[CH:41]=[CH:23]\[C:21]([O:20][CH3:19])=[O:22] |f:2.3,5.6|. Procedure details: To a solution of 18-crown-6 (30 g, 110 mmol), bis(2,2,2-trifluororethyl) (methoxycarbonylmethyl)phosphonate (6 mL, 28 mmol) in tetrahydrofuran at −78° C. was added potassium hexamethyldisilazide (0.5M in toluene) (50 mL, 25 mmol) followed by 2,4-difluorobenzaldehyde (4 g, 28 mmol). The reaction mixture was stirred at this temperature for 8 hours and slowly warmed to room temperature over 24 hours. The reaction mixture was then poured into a saturated solution of ammonium chloride (200 mL). The p... Starting materials: O=C([O-])[O-], COS(=O)(=O)OC, CC(C)=O, [K+], [K+], COC(=O)c1csc(C)c1O. The product is COC(=O)c1csc(C)c1OC. As a reaction SMILES: [C:12](=[O:13])([O-:14])[O-:15].[CH3:18][O:19][S:20]([O:21][CH3:22])(=[O:23])=[O:24].[CH3:25][C:26](=[O:27])[CH3:28].[K+:16].[K+:17].[OH:1][c:2]1[c:3]([C:8](=[O:9])[O:10][CH3:11])[cH:4][s:5][c:6]1[CH3:7]>>[O:1]([c:2]1[c:3]([C:8](=[O:9])[O:10][CH3:11])[cH:4][s:5][c:6]1[CH3:7])[CH3:12]. Reactants: CCCC(=O)C1=C(O)CC(c2cc(C)cs2)CC1=O, C=CCON, CCO, O. Yields the product C=CCON=C(CCC)C1=C(O)CC(c2cc(C)cs2)CC1=O. As a reaction SMILES: [C:4]([CH2:5][CH2:6][CH3:7])(=[O:8])[C:9]1=[C:14]([OH:15])[CH2:13][CH:12]([c:16]2[s:17][cH:18][c:19]([CH3:21])[cH:20]2)[CH2:11][C:10]1=[O:22].[CH2:23]([CH:24]=[CH2:25])[O:26][NH2:27].[CH3:1][CH2:2][OH:3].[OH2:28]>>[C:4]([CH2:5][CH2:6][CH3:7])([C:9]1=[C:14]([OH:15])[CH2:13][CH:12]([c:16]2[s:17][cH:18][c:19]([CH3:21])[cH:20]2)[CH2:11][C:10]1=[O:22])=[N:27][O:26][CH2:23][CH:24]=[CH2:25]. The reactants are CN1C(=O)N(C(=O)C(C1=O)C(=O)OCC)C (1,3-dimethyl-5-ethoxycarbonylbarbituric acid), CN1N=C(N=C1OC1=CC=C(C=C1)N)C(F)(F)F (1-methyl-3-trifluoromethyl-5-(4-aminophenoxy)-1H-1,2,4-triazole). The solvent is C1(=CC=CC=C1)C (toluene). Yields the product CN1C(=O)N(C(=O)C(C1=O)C(NC1=CC=C(C=C1)OC1=NC(=NN1C)C(F)(F)F)=O)C (1,3-dimethyl-5-[4-(1-methyl-3-trifluoromethyl-1H-1,2,4-triazol-5-yloxy)phenylcarbamoyl]barbituric acid). Reaction SMILES: [CH3:1][N:2]1[C:9](=[O:10])[CH:8]([C:11]([O:13]CC)=O)[C:6](=[O:7])[N:5]([CH3:16])[C:3]1=[O:4].[CH3:17][N:18]1[C:22]([O:23][C:24]2[CH:29]=[CH:28][C:27]([NH2:30])=[CH:26][CH:25]=2)=[N:21][C:20]([C:31]([F:34])([F:33])[F:32])=[N:19]1>C1(C)C=CC=CC=1>[CH3:16][N:5]1[C:6](=[O:7])[CH:8]([C:11](=[O:13])[NH:30][C:27]2[CH:28]=[CH:29][C:24]([O:23][C:22]3[N:18]([CH3:17])[N:19]=[C:20]([C:31]([F:34])([F:33])[F:32])[N:21]=3)=[CH:25][CH:26]=2)[C:9](=[O:10])[N:2]([CH3:1])[C:3]1=[O:4]. Procedure: 22.8 g of 1,3-dimethyl-5-ethoxycarbonylbarbituric acid and 25.8 g of 1-methyl-3-trifluoromethyl-5-(4-aminophenoxy)-1H-1,2,4-triazole are heated under reflux in 200 ml of toluene for 4 hours. The crude product, which precipitates on cooling to room temperature, is isolated by filtration, washed with diethyl ether and dried. Yield: 39.2 g (89% of theory). Melting point: 202°-204° C.